This data is from the Open Reaction Database (ORD), a public repository of structured organic reaction records. The task is: describe an organic reaction: reactants, conditions, products, and yield Starting materials: COC(=O)C1CC(O)CN1C(=O)OC(C)(C)C, C1CCOC1, CC(C)OC(=O)N=NC(=O)OC(C)C, Oc1ccccc1, c1ccc(P(c2ccccc2)c2ccccc2)cc1. Product: COC(=O)C1CC(Oc2ccccc2)CN1C(=O)OC(C)(C)C. Reaction SMILES: [C:15]([CH3:16])([CH3:17])([CH3:18])[O:19][C:20](=[O:21])[N:22]1[CH:23]([C:28](=[O:29])[O:30][CH3:31])[CH2:24][CH:25]([OH:27])[CH2:26]1.[CH2:58]1[O:59][CH2:60][CH2:61][CH2:62]1.[O:1]=[C:2]([O:3][CH:4]([CH3:5])[CH3:6])[N:7]=[N:8][C:9]([O:10][CH:11]([CH3:12])[CH3:13])=[O:14].[OH:32][c:33]1[cH:34][cH:35][cH:36][cH:37][cH:38]1.[c:39]1([P:40]([c:41]2[cH:42][cH:43][cH:44][cH:45][cH:46]2)[c:47]2[cH:48][cH:49][cH:50][cH:51][cH:52]2)[cH:53][cH:54][cH:55][cH:56][cH:57]1>>[C:15]([CH3:16])([CH3:17])([CH3:18])[O:19][C:20](=[O:21])[N:22]1[CH:23]([C:28](=[O:29])[O:30][CH3:31])[CH2:24][CH:25]([O:27][c:33]2[cH:34][cH:35][cH:36][cH:37][cH:38]2)[CH2:26]1. Reactants: COC1=NC(=NC(=C1)OC)NC(=O)NS(=O)(=O)C1=C(C=CC=C1)C(=O)OC (N-[(4,6-Dimethoxypyrimidin-2-yl)aminocarbonyl]-2-methoxycarbonylbenzenesulfonamide), [OH-].[K+] (potassium hydroxide), Cl (hydrochloric acid). Solvent: O (water), C(C)O (ethanol). Reaction conditions: time 8 hour. Yields the product COC1=NC(=NC(=C1)OC)NC(=O)NS(=O)(=O)C1=C(C=CC=C1)C(=O)O (N-[(4,6-Dimethoxypyrimidin-2-yl)aminocarbonyl]-2-carboxybenzenesulfonamide). Yield: 86.4%. Reaction SMILES: [CH3:1][O:2][C:3]1[CH:8]=[C:7]([O:9][CH3:10])[N:6]=[C:5]([NH:11][C:12]([NH:14][S:15]([C:18]2[CH:23]=[CH:22][CH:21]=[CH:20][C:19]=2[C:24]([O:26]C)=[O:25])(=[O:17])=[O:16])=[O:13])[N:4]=1.[OH-].[K+].Cl>O.C(O)C>[CH3:1][O:2][C:3]1[CH:8]=[C:7]([O:9][CH3:10])[N:6]=[C:5]([NH:11][C:12]([NH:14][S:15]([C:18]2[CH:23]=[CH:22][CH:21]=[CH:20][C:19]=2[C:24]([OH:26])=[O:25])(=[O:17])=[O:16])=[O:13])[N:4]=1 |f:1.2|. Reported procedure: N-[(4,6-Dimethoxypyrimidin-2-yl)aminocarbonyl]-2-methoxycarbonylbenzenesulfonamide (15 g) was added to a warm solution of 7.5 g of potassium hydroxide in 7.5 ml of water and 60 ml of ethanol. The mixture was stirred at room temperature overnight and then poured into dilute hydrochloric acid. The solid was filtered, washed with water and dried to afford 12.5 g of the desired product: m.p. 155°-157° C. IR (cm-1) 3000, 1720.